From a dataset of the Open Reaction Database (ORD), a public repository of structured organic reaction records. describe an organic reaction: reactants, conditions, products, and yield RXN SMILES: [CH2:1]([O:3][C:4](=[O:24])[CH2:5][O:6][C:7]1[CH:12]=[CH:11][C:10]([S:13][CH2:14][C:15]2[CH:20]=[C:19]([OH:21])[CH:18]=[C:17](Br)[CH:16]=2)=[CH:9][C:8]=1[CH3:23])[CH3:2].[CH2:25]([N:28]1[CH2:33][CH2:32][O:31][CH2:30][CH2:29]1)[C:26]#[CH:27]>C(N(CC)CC)C.CN(C=O)C.C1C=CC(P(C2C=CC=CC=2)C2C=CC=CC=2)=CC=1.C1C=CC(P(C2C=CC=CC=2)C2C=CC=CC=2)=CC=1.Cl[Pd]Cl.[Cu](I)I>[CH2:1]([O:3][C:4](=[O:24])[CH2:5][O:6][C:7]1[CH:12]=[CH:11][C:10]([S:13][CH2:14][C:15]2[CH:16]=[C:17]([C:27]#[C:26][CH2:25][N:28]3[CH2:33][CH2:32][O:31][CH2:30][CH2:29]3)[CH:18]=[C:19]([OH:21])[CH:20]=2)=[CH:9][C:8]=1[CH3:23])[CH3:2] |f:4.5.6|. Reagents/catalysts: C1=CC=C(C=C1)P(C2=CC=CC=C2)C3=CC=CC=C3.C1=CC=C(C=C1)P(C2=CC=CC=C2)C3=CC=CC=C3.Cl[Pd]Cl (bis(triphenylphosphine)palladium (II) chloride), [Cu](I)I (copper iodide). Yields the product C(C)OC(COC1=C(C=C(C=C1)SCC1=CC(=CC(=C1)C#CCN1CCOCC1)O)C)=O ({4-[3-Hydroxy-5-(3-morpholin-4-yl-prop-1-ynyl)-benzylsulfanyl]-2-methylphenoxy}-acetic Acid Ethyl Ester). Solvent: C(C)N(CC)CC (triethylamine), CN(C)C=O (DMF). Starting materials: C(C)OC(COC1=C(C=C(C=C1)SCC1=CC(=CC(=C1)O)Br)C)=O ([4-(3-Bromo-5-hydroxy-benzylsulfanyl)-2-methyl-phenoxy]-acetic acid ethyl ester), C(C#C)N1CCOCC1 (4-prop-2-ynyl-morpholine). Procedure details: [4-(3-Bromo-5-hydroxy-benzylsulfanyl)-2-methyl-phenoxy]-acetic acid ethyl ester (2.3 g; 5.6 mmol), 4-prop-2-ynyl-morpholine (2.1 g; 16.8 mmol), bis(triphenylphosphine)palladium (II) chloride (0.31 g; 0.45 mmol) and copper iodide (0.06 g; 0.34 mmol) were dissolved in a mixture of triethylamine (5 mL) and DMF (10 mL) under an atmosphere of nitrogen. The reaction mixture was reacted in a microwave oven at 100° C. for 1 h. The reaction mixture was purified by preparative HPLC (method A). Yield: 0.9 ... The reactants are CN(C=O)C (dimethylformamide), COC([C@@H](NC(=O)OC(C)(C)C)CC1=CC=C(C=C1)O)=O (N-t-butoxycarbonyltyrosine methyl ester), [H-].[Na+] (sodium hydride), [Cl-].[Li+] (lithium chloride), [BH4-].[Na+] (sodium borohydride). The solvent is O1CCCC1 (tetrahydrofuran), O1CCCC1 (tetrahydrofuran), C(C)O (ethanol). Product: C(C)(C)(C)OC(=O)N[C@@H](CC1=C(C=C(C=C1)O)COCCOC)CO (N-t-butoxycarbonyl-o-(2-methoxyethoxymethyl)tyrosinol). RXN SMILES: CO[C:3](=[O:21])[C@H:4]([CH2:13][C:14]1[CH:19]=[CH:18][C:17]([OH:20])=[CH:16][CH:15]=1)[NH:5][C:6]([O:8][C:9]([CH3:12])([CH3:11])[CH3:10])=[O:7].[H-].[Na+].[Cl-].[Li+].[BH4-].[Na+].CN(C)[CH:30]=[O:31]>O1CCCC1.C(O)C>[C:9]([O:8][C:6]([NH:5][C@H:4]([CH2:3][OH:21])[CH2:13][C:14]1[CH:15]=[CH:16][C:17]([OH:20])=[CH:18][C:19]=1[CH2:6][O:8][CH2:9][CH2:10][O:31][CH3:30])=[O:7])([CH3:10])([CH3:11])[CH3:12] |f:1.2,3.4,5.6|. Reported procedure: 13.39 g of N-t-butoxycarbonyltyrosine methyl ester was dissolved in 65 ml of tetrahydrofuran and 65 ml of dimethylformamide. 1.9 g of 60% sodium hydride was added to the solution under stirring while ice-cooled. After the ice bath was removed, the mixture was stirred at room temperature for 30 minutes and then 5.4 g of methoxyethoxymethyl chloride was added while ice-cooled again and the temperature of the mixture was stirred for 15 hours while the temperature was restored to room temperature gr... The reactants are BrCc1cnc(-c2ccccc2)o1, O=C1NC(=O)c2ccccc21, CN(C)C=O, [K]. Yields the product O=C1c2ccccc2C(=O)N1Cc1cnc(-c2ccccc2)o1. As a reaction SMILES: [Br:1][CH2:2][c:3]1[cH:4][n:5][c:6](-[c:8]2[cH:9][cH:10][cH:11][cH:12][cH:13]2)[o:7]1.[C:14]1(=[O:24])[c:15]2[c:16]([cH:20][cH:21][cH:22][cH:23]2)[C:17](=[O:19])[NH:18]1.[CH3:26][N:27]([CH3:28])[CH:29]=[O:30].[K:25]>>[CH2:2]([c:3]1[cH:4][n:5][c:6](-[c:8]2[cH:9][cH:10][cH:11][cH:12][cH:13]2)[o:7]1)[N:18]1[C:14](=[O:24])[c:15]2[c:16]([cH:20][cH:21][cH:22][cH:23]2)[C:17]1=[O:19]. Starting materials: CCCCC(CCO)C(F)(F)F, Cc1ccc(S(=O)(=O)Cl)cc1, c1ccncc1. Product: CCCCC(CCOS(=O)(=O)c1ccc(C)cc1)C(F)(F)F. Reaction SMILES: [F:12][C:13]([CH:14]([CH2:15][CH2:16][OH:17])[CH2:18][CH2:19][CH2:20][CH3:21])([F:22])[F:23].[c:1]1([CH3:11])[cH:2][cH:3][c:4]([S:7](=[O:8])(=[O:9])[Cl:10])[cH:5][cH:6]1.[cH:24]1[cH:25][cH:26][n:27][cH:28][cH:29]1>>[c:1]1([CH3:11])[cH:2][cH:3][c:4]([S:7](=[O:8])(=[O:9])[O:17][CH2:16][CH2:15][CH:14]([C:13]([F:12])([F:22])[F:23])[CH2:18][CH2:19][CH2:20][CH3:21])[cH:5][cH:6]1. The reactants are COC=1C=CC(=C(C1)C1=CC(=CC=C1)O)CCC1=CC=C(C=C1)OC (5′-methoxy-2′-[2-(4-methoxyphenyl)ethyl]biphenyl-3-ol), Cl.ClCCN1CCCCC1 (1-(2-chloroethyl)piperidine hydrochloride), COC=1C=CC(=C(C1)C1=CC(=CC=C1)OCCN1CCCCC1)CCC1=CC=C(C=C1)OC (1-{2-{5′-methoxy-2′-[2-(4-methoxyphenyl)ethyl]biphenyl-3-yloxy}ethyl}piperidine). Yield: 65.1%. Procedure details: Synthesized from 5′-methoxy-2′-[2-(4-methoxyphenyl)ethyl]biphenyl-3-ol and 1-(2-chloroethyl)piperidine hydrochloride according to an analogous synthetic method to Preparation Example 40, 1-{2-{5′-methoxy-2′-[2-(4-methoxyphenyl)ethyl]biphenyl-3-yloxy}ethyl}piperidine (200 mg) was used according to an analogous synthetic method to Example 779 to provide the title compound (122 mg). Reaction SMILES: COC1C=CC(CCC2C=CC(OC)=CC=2)=C(C2C=CC=C(O)C=2)C=1.Cl.ClCCN1CCCCC1.C[O:37][C:38]1[CH:39]=[CH:40][C:41]([CH2:59][CH2:60][C:61]2[CH:66]=[CH:65][C:64]([O:67]C)=[CH:63][CH:62]=2)=[C:42]([C:44]2[CH:49]=[CH:48][CH:47]=[C:46]([O:50][CH2:51][CH2:52][N:53]3[CH2:58][CH2:57][CH2:56][CH2:55][CH2:54]3)[CH:45]=2)[CH:43]=1>>[OH:67][C:64]1[CH:63]=[CH:62][C:61]([CH2:60][CH2:59][C:41]2[C:42]([C:44]3[CH:49]=[CH:48][CH:47]=[C:46]([O:50][CH2:51][CH2:52][N:53]4[CH2:58][CH2:57][CH2:56][CH2:55][CH2:54]4)[CH:45]=3)=[CH:43][C:38]([OH:37])=[CH:39][CH:40]=2)=[CH:66][CH:65]=1 |f:1.2|. Yields the product OC1=CC=C(C=C1)CCC1=CC=C(C=C1C1=CC(=CC=C1)OCCN1CCCCC1)O (6-[2-(4-Hydroxyphenyl)ethyl]-3′-(2-piperidin-1-ylethoxy)biphenyl-3-ol). Starting materials: COC(=O)Cc1c(Cl)ncnc1NCc1ccc(OC)cc1, Cl, O. Yields the product COc1ccc(CN2C(=O)Cc3c(Cl)ncnc32)cc1. Reaction SMILES: [Cl:1][c:2]1[n:3][cH:4][n:5][c:6]([NH:13][CH2:14][c:15]2[cH:16][cH:17][c:18]([O:21][CH3:22])[cH:19][cH:20]2)[c:7]1[CH2:8][C:9](=[O:10])[O:11][CH3:12].[ClH:23].[OH2:24]>>[Cl:1][c:2]1[n:3][cH:4][n:5][c:6]2[c:7]1[CH2:8][C:9](=[O:10])[N:13]2[CH2:14][c:15]1[cH:16][cH:17][c:18]([O:21][CH3:22])[cH:19][cH:20]1. The reactants are N1=CC(=CC=C1)/C=C/C(=O)O ((E)-3-(pyridin-3-yl)acrylic acid), Cl.CN(CCCN=C=NCC)C (N-(3-Dimethylaminopropyl)-N′-ethylcarbodiimide hydrochloride), O.ON1N=NC2=C1C=CC=C2 (1-Hydroxybenzotriazole hydrate), C(C)(C)N(CC)C(C)C (Diisopropylethylamine), N1=CC(=CC=C1)/C=C/C(=O)NC1=CC=C(C=C1)S(NC1=C(C=CC=C1)OC(F)(F)F)(=O)=O ((E)-3-(pyridin-3-yl)-N-(4-(N-(2-(trifluoromethoxy)phenyl)sulfamoyl)phenyl)acrylamide). Run in O1CCCC1 (Tetrahydrofuran). Reaction conditions: time 8 hour. The product is C12CN(CC(CC1)O2)S(=O)(=O)C2=CC=C(CNC(\C=C\C=1C=NC=CC1)=O)C=C2 ((E)-N-(4-(8-oxa-3-azabicyclo[3.2.1]octan-3-ylsulfonyl)benzyl)-3-(pyridin-3-yl)acrylamide). Isolated yield 96.7%. Reaction SMILES: [N:1]1[CH:6]=[CH:5][CH:4]=[C:3](/[CH:7]=[CH:8]/[C:9]([OH:11])=O)[CH:2]=1.Cl.[CH3:13][N:14](C)CCCN=C=NCC.O.ON1C2C=CC=CC=2N=N1.C(N(C(C)C)CC)(C)C.N1C=CC=C(/C=C/C(N[C:55]2[CH:60]=[CH:59][C:58]([S:61](=[O:75])(=[O:74])[NH:62][C:63]3[CH:68]=[CH:67][CH:66]=[CH:65][C:64]=3[O:69]C(F)(F)F)=[CH:57][CH:56]=2)=O)C=1>O1CCCC1>[CH:67]12[O:69][CH:64]([CH2:65][CH2:66]1)[CH2:63][N:62]([S:61]([C:58]1[CH:57]=[CH:56][C:55]([CH2:13][NH:14][C:9](=[O:11])/[CH:8]=[CH:7]/[C:3]3[CH:2]=[N:1][CH:6]=[CH:5][CH:4]=3)=[CH:60][CH:59]=1)(=[O:74])=[O:75])[CH2:68]2 |f:1.2,3.4|. Procedure details: In a 25 mL round-bottomed flask was added (E)-3-(pyridin-3-yl)acrylic acid (38.0 mg, 0.255 mmol), N-(3-Dimethylaminopropyl)-N′-ethylcarbodiimide hydrochloride (48.9 mg, 0.255 mmol) and 1-Hydroxybenzotriazole hydrate (39.0 mg, 0.255 mmol) in Tetrahydrofuran (Volume: 4 ml) to give a light yellow suspension. Diisopropylethylamine (0.089 ml, 0.510 mmol) and (4-(8-oxa-3-azabicyclo[3.2.1]octan-3-ylsulfonyl)phenyl)methanamine (48 mg, 0.170 mmol; prepared according to example 5) were added sequentially ...